describe an organic reaction: reactants, conditions, products, and yield From a dataset of the Open Reaction Database (ORD), a public repository of structured organic reaction records. The reactants are BrC=1C=C2C=C(C(=NC2=CC1)C1=CC=CC=C1)CCCCC(=O)O (5-(6-bromo-2-phenylquinolin-3-yl)pentanoic acid), CC(C)(C)O (tBuOH), C(=O)(C(F)(F)F)OC(=O)C(F)(F)F (TFAA). Run in C(Cl)Cl (DCM), C(Cl)Cl (DCM), C([O-])(O)=O.[Na+] (Sodium bicarbonate). Conditions: temperature 0 celsius, time 1 hour. Yields the product EtOAc hexanes, BrC=1C=C2C=C(C(=NC2=CC1)C1=CC=CC=C1)CCCCC(=O)OC(C)(C)C (tert-butyl 5-(6-bromo-2-phenylquinolin-3-yl)pentanoate). The yield is 81.0%. RXN SMILES: [Br:1][C:2]1[CH:3]=[C:4]2[C:9](=[CH:10][CH:11]=1)[N:8]=[C:7]([C:12]1[CH:17]=[CH:16][CH:15]=[CH:14][CH:13]=1)[C:6]([CH2:18][CH2:19][CH2:20][CH2:21][C:22]([OH:24])=[O:23])=[CH:5]2.C(OC(C(F)(F)F)=O)(C(F)(F)F)=O.[CH3:38][C:39](O)([CH3:41])[CH3:40]>C(Cl)Cl.C(=O)(O)[O-].[Na+]>[Br:1][C:2]1[CH:3]=[C:4]2[C:9](=[CH:10][CH:11]=1)[N:8]=[C:7]([C:12]1[CH:17]=[CH:16][CH:15]=[CH:14][CH:13]=1)[C:6]([CH2:18][CH2:19][CH2:20][CH2:21][C:22]([O:24][C:39]([CH3:41])([CH3:40])[CH3:38])=[O:23])=[CH:5]2 |f:4.5|. Procedure details: 5-(6-Bromo-2-phenylquinolin-3-yl)pentanoic acid (1A, 4.00 g, 10.4 mmol) was dissolved in DCM (100 mL). The flask was cooled to 0° C. in an ice/water bath before TFAA (14.7 mL, 104 mmol) was slowly added. After stirring at 0° C. for 1 h, tBuOH (29.9 mL) was gradually added and the reaction mixture was allowed to warm to RT overnight. The mixture was diluted with DCM and sat. Sodium bicarbonate. The biphasic solution was separated and the aqueous layer was extracted with DCM (3×). The combined org... The reactants are CC1(C=NC(CC=CCCC=CC1)C(C)C)C (3,3-dimethyl-12-isopropyl-1-aza-1,5,9-cyclododecatriene), Cl (hydrochloric acid), Cl.NNC(=O)N (semicarbazide hydrochloride). The solvent is O (water). Yields the product CC(C=NNC(=O)N)(CC=CCCC=CCC(N)C(C)C)C (2,2-dimethyl-11-isopropyl-11-amino-undeca-4,8-dienal semicarbazone). The yield is 86.0%. RXN SMILES: [CH3:1][C:2]1([CH3:17])[CH2:13][CH:12]=[CH:11][CH2:10][CH2:9][CH:8]=[CH:7][CH2:6][CH:5]([CH:14]([CH3:16])[CH3:15])[N:4]=[CH:3]1.Cl.Cl.[NH2:20][NH:21][C:22]([NH2:24])=[O:23]>O>[CH3:1][C:2]([CH3:17])([CH2:13][CH:12]=[CH:11][CH2:10][CH2:9][CH:8]=[CH:7][CH2:6][CH:5]([CH:14]([CH3:16])[CH3:15])[NH2:4])[CH:3]=[N:20][NH:21][C:22]([NH2:24])=[O:23] |f:2.3|. Reported procedure: The procedure described in Example 1(b) is repeated, except that 23.3 g (0.1 mol) of 3,3-dimethyl-12-isopropyl-1-aza-1,5,9-cyclododecatriene, 20 g of 37% hydrochloric acid, 20 ml of water and 11.15 g (0.1 mol) of semicarbazide hydrochloride are used. Working up yields 26.5 g (0.086 mol) of 2,2-dimethyl-11-isopropyl-11-amino-undeca-4,8-dienal semicarbazone; yield 86% of theory. Reactants: COC([C@H](CN(C(=O)[C@H]1CN(CCC1)C(CCC1CCN(CC1)C(=O)OC(C)(C)C)=O)N=C=O)OCC1=CC=CC=C1)=O (N-[(R)-1-[3-(1-tert-butoxycarbonyl-4-piperidyl)propionyl]-3-piperidylcarbonyl]-2(S)-benzyloxy-carbonylamino-β-alanine methyl ester). The reagents and catalysts are [Pd] (Pd on carbon). Solvent: CO (methanol). Reaction conditions: time 2 hour. Yields the product C(C)(C)(C)OC(=O)N1CCC(CC1)CCC(=O)N1C[C@@H](CCC1)C(=O)NC[C@@H](C(=O)O)NC(C)=O (N-[(R)-1-[3-(1-tert-butoxycarbonyl-4-piperidyl)propionyl]-3-piperidylcarbonyl]-2(S)-acetylamino-β-alanine). Yield: 197.2%. Reaction SMILES: C[O:2][C:3](=[O:43])[C@@H:4](OCC1C=CC=CC=1)[CH2:5][N:6](N=C=O)[C:7]([C@@H:9]1[CH2:14][CH2:13][CH2:12][N:11]([C:15](=[O:31])[CH2:16][CH2:17][CH:18]2[CH2:23][CH2:22][N:21]([C:24]([O:26][C:27]([CH3:30])([CH3:29])[CH3:28])=[O:25])[CH2:20][CH2:19]2)[CH2:10]1)=[O:8]>CO.[Pd]>[C:27]([O:26][C:24]([N:21]1[CH2:22][CH2:23][CH:18]([CH2:17][CH2:16][C:15]([N:11]2[CH2:12][CH2:13][CH2:14][C@@H:9]([C:7]([NH:6][CH2:5][C@H:4]([NH:6][C:7](=[O:8])[CH3:9])[C:3]([OH:2])=[O:43])=[O:8])[CH2:10]2)=[O:31])[CH2:19][CH2:20]1)=[O:25])([CH3:30])([CH3:29])[CH3:28]. Reported procedure: A mixture of N-[(R)-1-[3-(1-tert-butoxycarbonyl-4-piperidyl)propionyl]-3-piperidylcarbonyl]-2(S)-benzyloxy-carbonylamino-β-alanine methyl ester (20 g) and 10% Pd on carbon (50% wet) (5 g) in methanol (500 ml) was stirred vigorously under a hydrogen atmosphere (1 atm) at room temperature. After 2 hours, the insolved material was removed by filtration, and the filtrate was concentrated in vacuo. The residue was dissolved in tetrahydrofuran (200 ml), and cooled to 0° C. 1N aqueous LiOH (116 ml) sol... Starting materials: C(C1=CC=CC=C1)O[C@@H]1[C@H]2[C@@H](OC)O[C@@H]1CN2C(=O)OCC2=CC=CC=C2 (Methyl 3-O-benzyl-N-benzyloxycarbonyl-2,5-dideoxy-2,5-imino-α-D-lyxofuranoside), FC(C(=O)O)(F)F (trifluoroacetic acid). Solvent: O (water). The product is C(C1=CC=CC=C1)O[C@@H]1[C@@H](C=O)N(C[C@H]1O)C(=O)OCC1=CC=CC=C1 (3-O-benzyl-N-benzyloxycarbonyl-2,5-dideoxy-2,5-imino-D-lyxose). The yield is 91.5%. RXN SMILES: [CH2:1]([O:8][C@H:9]1[C@H:15]2[CH2:16][N:17]([C:18]([O:20][CH2:21][C:22]3[CH:27]=[CH:26][CH:25]=[CH:24][CH:23]=3)=[O:19])[C@@H:10]1[C@H:11]([O:14]2)[O:12]C)[C:2]1[CH:7]=[CH:6][CH:5]=[CH:4][CH:3]=1.FC(F)(F)C(O)=O>O>[CH2:1]([O:8][C@H:9]1[C@H:15]([OH:14])[CH2:16][N:17]([C:18]([O:20][CH2:21][C:22]2[CH:27]=[CH:26][CH:25]=[CH:24][CH:23]=2)=[O:19])[C@@H:10]1[CH:11]=[O:12])[C:2]1[CH:3]=[CH:4][CH:5]=[CH:6][CH:7]=1. Procedure: Methyl 3-O-benzyl-N-benzyloxycarbonyl-2,5-dideoxy-2,5-imino-α-D-lyxofuranoside (14α) (1.015 g, 2.77 mmol) was stirred in a 1:1 mixture of trifluoroacetic acid and water (20 ml). Once all the starting material had dissolved, the solvents were evaporated (without heat) and purification by flash chromatography (ethyl acetate-hexane 1:2) gave 3-O-benzyl-N-benzyloxycarbonyl-2,5-dideoxy-2,5-imino-D-lyxose (901 mg, 92%) as a clear oil, [α]20 D -24.2° (c, 1.39 in chloroform); νmax (film) 3400 (OH), 1700... Reactants: O=C(O)C(F)(F)F, COc1ccc(CN(c2ccccn2)c2cc(NC3CCC(N)CC3)nn3c(C(=O)Nc4ccnc(F)c4)cnc23)cc1. Product: NC1CCC(Nc2cc(Nc3ccccn3)c3ncc(C(=O)Nc4ccnc(F)c4)n3n2)CC1. RXN SMILES: [F:44][C:45]([F:46])([F:47])[C:48]([OH:49])=[O:50].[NH2:1][CH:2]1[CH2:3][CH2:4][CH:5]([NH:8][c:9]2[cH:10][c:11]([N:28]([c:29]3[n:30][cH:31][cH:32][cH:33][cH:34]3)[CH2:35][c:36]3[cH:37][cH:38][c:39]([O:40][CH3:41])[cH:42][cH:43]3)[c:12]3[n:13]([n:14]2)[c:15]([C:18](=[O:19])[NH:20][c:21]2[cH:22][c:23]([F:27])[n:24][cH:25][cH:26]2)[cH:16][n:17]3)[CH2:6][CH2:7]1>>[NH2:1][CH:2]1[CH2:3][CH2:4][CH:5]([NH:8][c:9]2[cH:10][c:11]([NH:28][c:29]3[n:30][cH:31][cH:32][cH:33][cH:34]3)[c:12]3[n:13]([n:14]2)[c:15]([C:18](=[O:19])[NH:20][c:21]2[cH:22][c:23]([F:27])[n:24][cH:25][cH:26]2)[cH:16][n:17]3)[CH2:6][CH2:7]1.